This data is from the Open Reaction Database (ORD), a public repository of structured organic reaction records. The task is: describe an organic reaction: reactants, conditions, products, and yield The reactants are CC(C)(C)OC(=O)N1CCN(Cc2cccc(O)c2)CC1, O=C([O-])[O-], CS(C)=O, N#Cc1cccnc1Cl, [Cs+], [Cs+], O. The product is CC(C)(C)OC(=O)N1CCN(Cc2cccc(Oc3ncccc3C#N)c2)CC1. As a reaction SMILES: [C:1]([CH3:2])([CH3:3])([CH3:4])[O:5][C:6](=[O:7])[N:8]1[CH2:9][CH2:10][N:11]([CH2:14][c:15]2[cH:16][c:17]([OH:21])[cH:18][cH:19][cH:20]2)[CH2:12][CH2:13]1.[C:22](=[O:23])([O-:24])[O-:25].[CH3:38][S:39]([CH3:40])=[O:41].[Cl:28][c:29]1[n:30][cH:31][cH:32][cH:33][c:34]1[C:35]#[N:36].[Cs+:26].[Cs+:27].[OH2:37]>>[C:1]([CH3:2])([CH3:3])([CH3:4])[O:5][C:6](=[O:7])[N:8]1[CH2:9][CH2:10][N:11]([CH2:14][c:15]2[cH:16][c:17]([O:21][c:29]3[n:30][cH:31][cH:32][cH:33][c:34]3[C:35]#[N:36])[cH:18][cH:19][cH:20]2)[CH2:12][CH2:13]1. The reactants are C1CCOC1, CS(=O)(=O)CCCO, ClCCl, Cc1c(O)cn2ncnc(Oc3ccccc3)c12, CCOC(=O)N=NC(=O)OCC, c1ccc(P(c2ccccc2)c2ccccc2)cc1. The product is Cc1c(OCCCS(C)(=O)=O)cn2ncnc(Oc3ccccc3)c12. RXN SMILES: [CH2:58]1[O:59][CH2:60][CH2:61][CH2:62]1.[CH3:19][S:20](=[O:21])(=[O:22])[CH2:23][CH2:24][CH2:25][OH:26].[Cl:63][CH2:64][Cl:65].[O:1]([c:2]1[cH:3][cH:4][cH:5][cH:6][cH:7]1)[c:8]1[n:9][cH:10][n:11][n:12]2[c:13]1[c:14]([CH3:18])[c:15]([OH:17])[cH:16]2.[O:46]=[C:47]([O:48][CH2:49][CH3:50])[N:51]=[N:52][C:53]([O:54][CH2:55][CH3:56])=[O:57].[c:27]1([P:28]([c:29]2[cH:30][cH:31][cH:32][cH:33][cH:34]2)[c:35]2[cH:36][cH:37][cH:38][cH:39][cH:40]2)[cH:41][cH:42][cH:43][cH:44][cH:45]1>>[O:1]([c:2]1[cH:3][cH:4][cH:5][cH:6][cH:7]1)[c:8]1[n:9][cH:10][n:11][n:12]2[c:13]1[c:14]([CH3:18])[c:15]([O:17][CH2:25][CH2:24][CH2:23][S:20]([CH3:19])(=[O:21])=[O:22])[cH:16]2. Starting materials: O=C(O)c1ccccc1C(=O)c1ccccc1, CCCc1nc(Cl)c(CO)n1Cc1ccc(-c2ccccc2N([SH](=O)=O)C(C)(C)C)cc1F, CN(C)c1ccccn1, C(=NC1CCCCC1)=NC1CCCCC1, ClCCl. Yields the product CCCc1nc(Cl)c(COC(=O)c2ccccc2C(=O)c2ccccc2)n1Cc1ccc(-c2ccccc2N([SH](=O)=O)C(C)(C)C)cc1F. As a reaction SMILES: [C:1]([c:2]1[cH:3][cH:4][cH:5][cH:6][cH:7]1)(=[O:8])[c:9]1[c:10]([C:11](=[O:12])[OH:13])[cH:14][cH:15][cH:16][cH:17]1.[C:42]([CH3:43])([CH3:44])([CH3:45])[N:46]([SH:47](=[O:48])=[O:49])[c:50]1[c:51](-[c:56]2[cH:57][c:58]([F:74])[c:59]([CH2:62][n:63]3[c:64]([CH2:71][CH2:72][CH3:73])[n:65][c:66]([Cl:70])[c:67]3[CH2:68][OH:69])[cH:60][cH:61]2)[cH:52][cH:53][cH:54][cH:55]1.[CH3:33][N:34]([c:35]1[cH:36][cH:37][cH:38][cH:39][n:40]1)[CH3:41].[CH:18]1([N:19]=[C:20]=[N:21][CH:22]2[CH2:23][CH2:24][CH2:25][CH2:26][CH2:27]2)[CH2:28][CH2:29][CH2:30][CH2:31][CH2:32]1.[Cl:75][CH2:76][Cl:77]>>[C:1]([c:2]1[cH:3][cH:4][cH:5][cH:6][cH:7]1)(=[O:8])[c:9]1[c:10]([C:11](=[O:12])[O:13][CH2:68][c:67]2[n:63]([CH2:62][c:59]3[c:58]([F:74])[cH:57][c:56](-[c:51]4[c:50]([N:46]([C:42]([CH3:43])([CH3:44])[CH3:45])[SH:47](=[O:48])=[O:49])[cH:55][cH:54][cH:53][cH:52]4)[cH:61][cH:60]3)[c:64]([CH2:71][CH2:72][CH3:73])[n:65][c:66]2[Cl:70])[cH:14][cH:15][cH:16][cH:17]1.